From a dataset of the Open Reaction Database (ORD), a public repository of structured organic reaction records. describe an organic reaction: reactants, conditions, products, and yield The reactants are CC(C)[C@@H](C(=O)O)NC(=O)OC(C)(C)C (N-t-BOC-L-valine), C(=O)(OCC1=CC=CC=C1)N1[C@H](C(=O)O)CCC1 (N-CBZ-L-proline). Reagents/catalysts: [Pd] (Pd/C). The solvent is CCO (EtOH). Conditions: time 8 hour. The product is C[C@@H](C(=O)O)NC(=O)OC(C)(C)C (N-t-BOC-L-alanine), amine. RXN SMILES: C[CH:2]([C@H:4]([NH:8][C:9]([O:11][C:12]([CH3:15])([CH3:14])[CH3:13])=[O:10])[C:5]([OH:7])=[O:6])C.C(N1CCC[C@H]1C(O)=O)(OCC1C=CC=CC=1)=O>CCO.[Pd]>[CH3:2][C@H:4]([NH:8][C:9]([O:11][C:12]([CH3:13])([CH3:15])[CH3:14])=[O:10])[C:5]([OH:7])=[O:6]. Reported procedure: Substantially the same procedure as described above was repeated except that N-t-BOC-L-valine (→P8) was used in place of the L-phenylalanine derivative. When N-CBZ-L-proline was used as starting material the deprotection was done by overnight hydrogenation with H2, 10% Pd/C in EtOH (→P9). In case of N-t-BOC-L-alanine the free amine was obtained after evaporation of the solvents and stirring the residue with saturated NaHCO3 solution (→P10). The reactants are O=S(=O)(Cl)c1ccc(Br)cc1F, COc1ccc(N2CC(C)NC(C)C2)nc1N, CO, ClCCl, c1ccncc1. Product: COc1ccc(N2CC(C)NC(C)C2)nc1S(=O)(=O)c1ccc(Br)cc1F. RXN SMILES: [Br:24][c:25]1[cH:26][c:27]([F:35])[c:28]([S:31](=[O:32])(=[O:33])[Cl:34])[cH:29][cH:30]1.[CH3:1][CH:2]1[CH2:3][N:4]([c:9]2[cH:10][cH:11][c:12]([O:16][CH3:17])[c:13]([NH2:15])[n:14]2)[CH2:5][CH:6]([CH3:8])[NH:7]1.[CH3:36][OH:37].[Cl:38][CH2:39][Cl:40].[cH:18]1[cH:19][cH:20][n:21][cH:22][cH:23]1>>[CH3:1][CH:2]1[CH2:3][N:4]([c:9]2[cH:10][cH:11][c:12]([O:16][CH3:17])[c:13]([S:31]([c:28]3[c:27]([F:35])[cH:26][c:25]([Br:24])[cH:30][cH:29]3)(=[O:32])=[O:33])[n:14]2)[CH2:5][CH:6]([CH3:8])[NH:7]1. Starting materials: COC=1C=C(C=CC1N1C=NC(=C1)C)N (3-methoxy-4-(4-methyl-imidazol-1-yl)-phenylamine), ClC1=NC(=CC(=N1)N(CC)CC)C ((2-chloro-6-methyl-pyrimidin-4-yl)-diethyl-amine), ( 100 ). Yields the product C(C)N(C1=NC(=NC(=C1)C)NC1=CC(=C(C=C1)N1C=NC(=C1)C)OC)CC (N4,N4-Diethyl-N2-[3-methoxy-4-(4-methyl-imidazol-1-yl)-phenyl]-6-methyl-pyrimidine-2,4-diamine). Yield: 65.0%. RXN SMILES: [CH3:1][O:2][C:3]1[CH:4]=[C:5]([NH2:15])[CH:6]=[CH:7][C:8]=1[N:9]1[CH:13]=[C:12]([CH3:14])[N:11]=[CH:10]1.Cl[C:17]1[N:22]=[C:21]([N:23]([CH2:26][CH3:27])[CH2:24][CH3:25])[CH:20]=[C:19]([CH3:28])[N:18]=1>>[CH2:26]([N:23]([CH2:24][CH3:25])[C:21]1[CH:20]=[C:19]([CH3:28])[N:18]=[C:17]([NH:15][C:5]2[CH:6]=[CH:7][C:8]([N:9]3[CH:13]=[C:12]([CH3:14])[N:11]=[CH:10]3)=[C:3]([O:2][CH3:1])[CH:4]=2)[N:22]=1)[CH3:27]. Reported procedure: The title compound was prepared from 3-methoxy-4-(4-methyl-imidazol-1-yl)-phenylamine (67 mg, 0.33 mmol) and (2-chloro-6-methyl-pyrimidin-4-yl)-diethyl-amine (67 mg, 0.33 mmol) in analogous manner as described in example 90. It was obtained in 65% yield as a light yellow viscous oil. MS ISP (m/e): 367.2 (100) [(M+H)+]. 1H NMR (DMSO-D6, 300 MHz): δ (ppm)=9.15 (s, 1H), 7.88 (s, 1H), 7.63 (s, 1H), 7.32 (d, 1H), 7.16 (d, 1H), 7.01 (s, 1H), 6.00 (s, 1H), 3.78 (s, 3H), 3.51 (br q, 4H), 2.20 (s, 3H), 2... Starting materials: N12CCC(CC1)(CC2)C(C#N)(C2=CC=CC=C2)C2=CC=CC=C2 (1-azabicyclo[2.2.2]oct-4-yl(diphenyl)acetonitrile), COCCBr (2-bromoethyl methyl ether). Solvent: 2CH3CN/3CHCl3. Product: [Br-].C(#N)C(C12CC[N+](CC1)(CC2)CCOC)(C2=CC=CC=C2)C2=CC=CC=C2 (4-[cyano(diphenyl)methyl]-1-[2-(methyloxy)ethyl]-1-azoniabicyclo[2.2.2]octane bromide). Isolated yield 23.3%. As a reaction SMILES: [N:1]12[CH2:8][CH2:7][C:4]([C:9]([C:18]3[CH:23]=[CH:22][CH:21]=[CH:20][CH:19]=3)([C:12]3[CH:17]=[CH:16][CH:15]=[CH:14][CH:13]=3)[C:10]#[N:11])([CH2:5][CH2:6]1)[CH2:3][CH2:2]2.[CH3:24][O:25][CH2:26][CH2:27][Br:28]>>[Br-:28].[C:10]([C:9]([C:18]1[CH:19]=[CH:20][CH:21]=[CH:22][CH:23]=1)([C:12]1[CH:13]=[CH:14][CH:15]=[CH:16][CH:17]=1)[C:4]12[CH2:5][CH2:6][N+:1]([CH2:27][CH2:26][O:25][CH3:24])([CH2:2][CH2:3]1)[CH2:8][CH2:7]2)#[N:11] |f:2.3|. Reported procedure: Following the general procedure outlined in Example 7, 1-azabicyclo[2.2.2]oct-4-yl(diphenyl)acetonitrile (0.0497 g, 0.164 mmol) and 2-bromoethyl methyl ether (0.030 mL, 0.319 mmol) in 2CH3CN/3CHCl3 (4.0 mL) were reacted to give the desired product (0.0169 g, 23.3%). EI-MS m/z 361(M+) Rt (1.84 min).